This data is from the Open Reaction Database (ORD), a public repository of structured organic reaction records. The task is: describe an organic reaction: reactants, conditions, products, and yield As a reaction SMILES: [CH3:1][C@@:2]12[C@@H:10]([OH:11])[CH2:9][CH2:8][C@H:7]1[C@@H:6]1[CH2:12][CH2:13][C:14]3[C@@H:20]([C@H:5]1[CH2:4][CH2:3]2)[CH2:19][CH2:18][C:16](=[O:17])[CH:15]=3>C(OC(=O)C)(=O)C.C(Cl)(=O)C>[C:10]([O:17][C:16]1[CH2:18][CH2:19][C@H:20]2[C:14](=[CH:13][CH2:12][C@@H:6]3[C@@H:5]2[CH2:4][CH2:3][C@@:2]2([CH3:1])[C@H:7]3[CH2:8][CH2:9][C@@H:10]2[O:11][C:16](=[O:17])[CH3:15])[CH:15]=1)(=[O:11])[CH3:9]. Procedure: The compound 19-nortestosterone, 400 g, is refluxed under nitrogen in a mixture of 1500 ml of acetic anhydride and 1500 ml of acetyl chloride for a period of 3 hours. The volatile solvents are distilled at atmospheric pressure and the final traces of solvent removed under reduced pressure. The solid residue which remains is triturated with ice water, filtered, washed with cold aqueous sodium bicarbonate solution, rinsed with water and dried. Two recrystallizations of this residue from acetone yi... Product: C(C)(=O)OC1=CC2=CC[C@H]3[C@@H]4CC[C@@H]([C@@]4(C)CC[C@@H]3[C@H]2CC1)OC(C)=O (3,17β-Diacetoxyestr-3,5-diene). Solvent: C(C)(=O)OC(C)=O (acetic anhydride), C(C)(=O)Cl (acetyl chloride). Starting materials: C[C@]12CC[C@H]3[C@H]([C@@H]1CC[C@@H]2O)CCC4=CC(=O)CC[C@H]34 (19-nortestosterone). RXN SMILES: [CH2:1]([SiH:2]([CH2:3][CH3:4])[CH2:5][CH3:6])[CH3:7].[Cl:42][CH2:43][Cl:44].[OH:35][C:36]([C:37]([F:38])([F:39])[F:40])=[O:41].[OH:8][CH:9]([c:10]1[cH:11][cH:12][cH:13][c:14]2[cH:15][cH:16][cH:17][cH:18][c:19]12)[c:20]1[cH:21][c:22]2[c:23]([c:24]([CH2:30][CH:31]([CH3:32])[CH3:33])[n:25][n:26]([CH3:29])[c:27]2=[O:28])[s:34]1>>[CH2:9]([c:10]1[cH:11][cH:12][cH:13][c:14]2[cH:15][cH:16][cH:17][cH:18][c:19]12)[c:20]1[cH:21][c:22]2[c:23]([c:24]([CH2:30][CH:31]([CH3:32])[CH3:33])[n:25][n:26]([CH3:29])[c:27]2=[O:28])[s:34]1. Reactants: CC[SiH](CC)CC, ClCCl, O=C(O)C(F)(F)F, CC(C)Cc1nn(C)c(=O)c2cc(C(O)c3cccc4ccccc34)sc12. The product is CC(C)Cc1nn(C)c(=O)c2cc(Cc3cccc4ccccc34)sc12. Starting materials: Ice water, BrCCOCCSC=1C(=CC=2N(N1)N=CN2)C (6-[2-(2-bromoethoxy)ethylthio]-7-methyl[1,2,4]triazolo[1,5-b]pyridazine), C1(=CC=CC=C1)C(OC1CCNCC1)C1=CC=CC=C1 (4-(diphenylmethoxy)piperidine), C([O-])([O-])=O.[K+].[K+] (potassium carbonate). Run in CN(C=O)C (N,N-dimethylformamide). Conditions: time 23 hour. The product is C(\C=C\C(=O)O)(=O)O.C1(=CC=CC=C1)C(OC1CCN(CC1)CCOCCSC=1C(=CC=2N(N1)N=CN2)C)C2=CC=CC=C2 (6-[2-[2-[4-(Diphenylmethoxy)piperidino]ethoxy]ethylthio]-7-methyl[1,2,4]triazolo[1,5-b]pyridazine Fumarate). Isolated yield 80.1%. Reaction SMILES: Br[CH2:2][CH2:3][O:4][CH2:5][CH2:6][S:7][C:8]1[C:9]([CH3:17])=[CH:10][C:11]2[N:12]([N:14]=[CH:15][N:16]=2)[N:13]=1.[C:18]1([CH:24]([C:32]2[CH:37]=[CH:36][CH:35]=[CH:34][CH:33]=2)[O:25][CH:26]2[CH2:31][CH2:30][NH:29][CH2:28][CH2:27]2)[CH:23]=[CH:22][CH:21]=[CH:20][CH:19]=1.[C:38](=[O:41])([O-:40])[O-].[K+].[K+]>CN(C)C=O>[C:24]([OH:4])(=[O:25])/[CH:32]=[CH:37]/[C:38]([OH:40])=[O:41].[C:32]1([CH:24]([C:18]2[CH:19]=[CH:20][CH:21]=[CH:22][CH:23]=2)[O:25][CH:26]2[CH2:31][CH2:30][N:29]([CH2:2][CH2:3][O:4][CH2:5][CH2:6][S:7][C:8]3[C:9]([CH3:17])=[CH:10][C:11]4[N:12]([N:14]=[CH:15][N:16]=4)[N:13]=3)[CH2:28][CH2:27]2)[CH:33]=[CH:34][CH:35]=[CH:36][CH:37]=1 |f:2.3.4,6.7|. Reported procedure: 1.09 g of 6-[2-(2-bromoethoxy)ethylthio]-7-methyl[1,2,4]triazolo[1,5-b]pyridazine and 840 mg of 4-(diphenylmethoxy)piperidine were dissolved in 10 ml of N,N-dimethylformamide; 520 mg of potassium carbonate was added, followed by stirring at room temperature for 23 hours. Ice water was added, followed by extraction with ethyl acetate; the extract was washed with saturated saline, dried over magnesium sulfate and concentrated under reduced pressure. The residue was subjected to silica gel column c... The reactants are COc1ccc(C(C)(C)N)cc1, CC12CCC(=O)NC1=CCC1C2CCC2(C)C(C(=O)O)CCC12. Product: COc1ccc(C(C)(C)NC(=O)C2CCC3C4CC=C5NC(=O)CCC5(C)C4CCC23C)cc1. Reaction SMILES: [CH3:24][O:25][c:26]1[cH:27][cH:28][c:29]([C:32]([CH3:33])([CH3:34])[NH2:35])[cH:30][cH:31]1.[O:1]=[C:2]1[NH:3][C:4]2=[CH:5][CH2:6][CH:7]3[CH:8]4[CH2:9][CH2:10][CH:11]([C:21](=[O:22])[OH:23])[C:12]4([CH3:13])[CH2:14][CH2:15][CH:16]3[C:17]2([CH3:20])[CH2:18][CH2:19]1>>[O:1]=[C:2]1[NH:3][C:4]2=[CH:5][CH2:6][CH:7]3[CH:8]4[CH2:9][CH2:10][CH:11]([C:21](=[O:22])[NH:35][C:32]([c:29]5[cH:28][cH:27][c:26]([O:25][CH3:24])[cH:31][cH:30]5)([CH3:33])[CH3:34])[C:12]4([CH3:13])[CH2:14][CH2:15][CH:16]3[C:17]2([CH3:20])[CH2:18][CH2:19]1. The reactants are C1CCOC1, CNC, COC(=O)C(=O)NC(C)(C)c1nc(C(=O)NCc2ccc(F)cc2)c(O)c(=O)n1C. Product: CN(C)C(=O)C(=O)NC(C)(C)c1nc(C(=O)NCc2ccc(F)cc2)c(O)c(=O)n1C. As a reaction SMILES: [CH2:34]1[O:35][CH2:36][CH2:37][CH2:38]1.[CH3:31][NH:32][CH3:33].[F:1][c:2]1[cH:3][cH:4][c:5]([CH2:6][NH:7][C:8](=[O:9])[c:10]2[n:11][c:12]([C:19]([CH3:20])([CH3:21])[NH:22][C:23]([C:24]([O:26][CH3:25])=[O:27])=[O:28])[n:13]([CH3:18])[c:14](=[O:17])[c:15]2[OH:16])[cH:29][cH:30]1>>[F:1][c:2]1[cH:3][cH:4][c:5]([CH2:6][NH:7][C:8](=[O:9])[c:10]2[n:11][c:12]([C:19]([CH3:20])([CH3:21])[NH:22][C:23]([C:24](=[O:26])[N:32]([CH3:31])[CH3:33])=[O:28])[n:13]([CH3:18])[c:14](=[O:17])[c:15]2[OH:16])[cH:29][cH:30]1. Starting materials: O1[C@@H](C1)COC1=C2C=CNC2=CC=C1 ((S)-(+)-4-(oxiranylmethoxy)-1H-indole), CC=1C=CC=C2C(=CNC12)C1CCNCC1 (7-methyl-3-(piperidin-4-yl)-1H-indole), C(C)O (ethanol). Solvent: CS(=O)C (dimethylsulfoxide). The product is CC=1C=CC=C2C(=CNC12)C1CCN(CC1)C[C@@H](COC1=C2C=CNC2=CC=C1)O ((2S)-(+)-3-[4-(7-methyl-3-indolyl)piperidin-1-yl]-1-(4-indolyloxy)-2-propanol). Reaction SMILES: [O:1]1[CH2:3][C@H:2]1[CH2:4][O:5][C:6]1[CH:14]=[CH:13][CH:12]=[C:11]2[C:7]=1[CH:8]=[CH:9][NH:10]2.[CH3:15][C:16]1[CH:17]=[CH:18][CH:19]=[C:20]2[C:24]=1[NH:23][CH:22]=[C:21]2[CH:25]1[CH2:30][CH2:29][NH:28][CH2:27][CH2:26]1.C(O)C>CS(C)=O>[CH3:15][C:16]1[CH:17]=[CH:18][CH:19]=[C:20]2[C:24]=1[NH:23][CH:22]=[C:21]2[CH:25]1[CH2:30][CH2:29][N:28]([CH2:3][C@H:2]([OH:1])[CH2:4][O:5][C:6]2[CH:14]=[CH:13][CH:12]=[C:11]3[C:7]=2[CH:8]=[CH:9][NH:10]3)[CH2:27][CH2:26]1. Procedure details: The title compound was prepared in a fashion similar to that described in Example 1 using (S)-(+)-4-(oxiranylmethoxy)-1H-indole (0.280 g, 1.48 mmol) and 7-methyl-3-(piperidin-4-yl)-1H-indole (0.290 g, 1.39 mmol) using ethanol as reaction solvent. Yield 0.320 g (57%) as a tan foam. FDMS m/e=404 (M+ of free base). α[D]589 =11.6 (c=0.98, dimethylsulfoxide). Starting materials: BrC1=CN=C(S1)NC(=O)C1(CC1)C1=CC=C(C=C1)OC (1-(4-Methoxy-phenyl)-cyclopropanecarboxylic acid (5-bromo-thiazol-2-yl)-amide), CN(C=O)C (N,N-dimethylformamide), N1CCCCC1 (piperidine). Product: N1(CCCCC1)C1=CN=C(S1)NC(=O)C1(CC1)C1=CC2=C(OCO2)C=C1 (1-Benzo[1,3]dioxol-5-yl-cyclopropanecarboxylic acid (5-piperidin-1-yl-thiazol-2-yl)-amide). Isolated yield 3.0%. As a reaction SMILES: Br[C:2]1[S:6][C:5]([NH:7][C:8]([C:10]2([C:13]3[CH:18]=[CH:17][C:16]([O:19][CH3:20])=[CH:15][CH:14]=3)[CH2:12][CH2:11]2)=[O:9])=[N:4][CH:3]=1.[NH:21]1[CH2:26][CH2:25][CH2:24][CH2:23][CH2:22]1.CN(C)C=[O:30]>>[N:21]1([C:2]2[S:6][C:5]([NH:7][C:8]([C:10]3([C:13]4[CH:18]=[CH:17][C:16]5[O:19][CH2:20][O:30][C:15]=5[CH:14]=4)[CH2:12][CH2:11]3)=[O:9])=[N:4][CH:3]=2)[CH2:26][CH2:25][CH2:24][CH2:23][CH2:22]1. Procedure details: 1-(4-Methoxy-phenyl)-cyclopropanecarboxylic acid (5-bromo-thiazol-2-yl)-amide (110.4 mg, 0.3125 mmol) was dissolved in 3 mL of N,N-dimethylformamide containing piperidine (148.2 μL, 1.500 mmol). The reaction mixture was placed in a sealed tube and subjected to microwave irradiation for 5 minutes at 100° C. The resulting crude product was purified by reverse-phase preparative liquid chromatography to give the pure product (3.44 mg, 0.00926 mmol, 2.96%) ESI-MS m/z calc. 371.1. found; 372.3 (M+1)+ ... Starting materials: C([O-])([O-])=O.[K+].[K+] (potassium carbonate), CN(C=O)C (N,N-dimethylformamide), NC1=NNC2=CC=C(C=C12)I (3-amino-5-iodoindazole), Br.BrCCCN(CC)CC (3-bromopropyldiethylamine hydrobromide). Solvent: O (water), C(Cl)(Cl)Cl (chloroform), C(Cl)(Cl)Cl (chloroform). Reaction conditions: temperature 80 celsius, time 24 hour. Product: C(C)N(CCCNC1=NNC2=CC=C(C=C12)I)CC (3-(3-diethylaminopropylamino)-5-iodoindazole). Yield: 63.6%. Reaction SMILES: CN(C)C=O.[NH2:6][C:7]1[C:15]2[C:10](=[CH:11][CH:12]=[C:13]([I:16])[CH:14]=2)[NH:9][N:8]=1.Br.Br[CH2:19][CH2:20][CH2:21][N:22]([CH2:25][CH3:26])[CH2:23][CH3:24].C(=O)([O-])[O-].[K+].[K+]>C(Cl)(Cl)Cl.O>[CH2:23]([N:22]([CH2:25][CH3:26])[CH2:21][CH2:20][CH2:19][NH:6][C:7]1[C:15]2[C:10](=[CH:11][CH:12]=[C:13]([I:16])[CH:14]=2)[NH:9][N:8]=1)[CH3:24] |f:2.3,4.5.6|. Reported procedure: To 80 ml of anhydrous N,N-dimethylformamide were added 9.7 g of 3-amino-5-iodoindazole as prepared in accordance with the method described in C. E. Kwartler et el., J. Am. Chem. Soc., 65 1804(1943), 8.3 g of 3-bromopropyldiethylamine hydrobromide and 8.3 g of anhydrous potassium carbonate. The mixture was stirred for 24 hours at 80° C. and condensed under reduced pressure. The condensed residue was added with 100 ml of chloroform and 50 ml of water. The chloroform layer was dried over anhydrous ...